This data is from the Open Reaction Database (ORD), a public repository of structured organic reaction records. The task is: describe an organic reaction: reactants, conditions, products, and yield The reactants are COC=1C=C(C=CC1S(=O)C)C=1SC=C(N1)C=1C=C2CCC(NC2=CC1)=O (2-(3-methoxy-4-methylsulfinylphenyl)-4-(3,4-dihydrocarbostyril-6-yl)thiazole), ClC1=CC(=CC=C1)C(=O)OO (m-chloroperbenzoic acid). The solvent is C(Cl)(Cl)Cl.C(C)O (chloroform ethanol). Conditions: time 1 hour. Product: COC=1C=C(C=CC1S(=O)(=O)C)C=1SC=C(N1)C=1C=C2CCC(NC2=CC1)=O (2-(3-methoxy-4-methylsulfonylphenyl)-4-(3,4-dihydrocarbostyril-6-yl)thiazole). Isolated yield 16.6%. As a reaction SMILES: [CH3:1][O:2][C:3]1[CH:4]=[C:5]([C:12]2[S:13][CH:14]=[C:15]([C:17]3[CH:18]=[C:19]4[C:24](=[CH:25][CH:26]=3)[NH:23][C:22](=[O:27])[CH2:21][CH2:20]4)[N:16]=2)[CH:6]=[CH:7][C:8]=1[S:9]([CH3:11])=[O:10].ClC1C=CC=C(C(OO)=[O:36])C=1>C(Cl)(Cl)Cl.C(O)C>[CH3:1][O:2][C:3]1[CH:4]=[C:5]([C:12]2[S:13][CH:14]=[C:15]([C:17]3[CH:18]=[C:19]4[C:24](=[CH:25][CH:26]=3)[NH:23][C:22](=[O:27])[CH2:21][CH2:20]4)[N:16]=2)[CH:6]=[CH:7][C:8]=1[S:9]([CH3:11])(=[O:36])=[O:10] |f:2.3|. Procedure details: In 100 ml of chloroform-ethanol was suspended 2.9 g of 2-(3-methoxy-4-methylsulfinylphenyl)-4-(3,4-dihydrocarbostyril-6-yl)thiazole. Under ice-cooling, 1.72 g of m-chloroperbenzoic acid (80%) was added in small portions and the mixture was stirred for 1 hour. Then, the mixture was returned to room temperature and stirred overnight. The resulting crystals were collected by filtration, washed with ethanol and diethyl ether, and dried. Recrystallization from dimethylformamide-water to obtain 0.50 g... The reactants are C(C1=CC=CC=C1)OC1=CC=C2C(=NN(C2=C1)C1OCCCC1)C=O (6-(Benzyloxy)-1-(tetrahydro-2H-pyran-2-yl)-indazole-3-carbaldehyde), Cl (hydrochloric acid), C[Mg]Br.C1CCOC1 (methylmagnesium bromide THF), C[Mg]Br.C1CCOC1 (methylmagnesium bromide THF). Run in C1CCOC1 (THF), C1CCOC1 (THF). Reaction conditions: time 8 hour. Yields the product C(C1=CC=CC=C1)OC1=CC=C2C(=NN(C2=C1)C1OCCCC1)C(C)O (1-(6-(Benzyloxy)-1-(tetrahydro-2H-pyran-2-yl)-indazol-3-yl)ethanol). RXN SMILES: [CH2:1]([O:8][C:9]1[CH:17]=[C:16]2[C:12]([C:13]([CH:24]=[O:25])=[N:14][N:15]2[CH:18]2[CH2:23][CH2:22][CH2:21][CH2:20][O:19]2)=[CH:11][CH:10]=1)[C:2]1[CH:7]=[CH:6][CH:5]=[CH:4][CH:3]=1.[CH3:26][Mg]Br.C1COCC1.Cl>C1COCC1>[CH2:1]([O:8][C:9]1[CH:17]=[C:16]2[C:12]([C:13]([CH:24]([OH:25])[CH3:26])=[N:14][N:15]2[CH:18]2[CH2:23][CH2:22][CH2:21][CH2:20][O:19]2)=[CH:11][CH:10]=1)[C:2]1[CH:7]=[CH:6][CH:5]=[CH:4][CH:3]=1 |f:1.2|. Procedure details: (6-(Benzyloxy)-1-(tetrahydro-2H-pyran-2-yl)-indazole-3-carbaldehyde (16.7 mg) which can be prepared according to the method described in Reference example 23, etc. was dissolved in dehydrated THF (0.5 mL; manufactured by Kanto Chemical Co., Inc.). After cooling to 0° C. with the replacement with nitrogen, 0.96 mol/L-methylmagnesium bromide-THF solution (57 μL; manufactured by Kanto Chemical Co., Inc.) and the mixture was stirred overnight while warming to room temperature. To the reaction soluti... Reactants: C(C=C)Br (allyl bromide), 1-iminohexylmethyl-2-(3-carbomethoxy-S-isothioureido)-4-propylthiobenzene, [OH-].[Na+] (sodium hydroxide), N=C1C(C(=C(C=C1)SCCC)CC1=CC=CC=C1)NC(=S)NC(=O)OC (1-iminophenylmethyl-2-(3-carbomethoxythioureido)-4-propylthiobenzene), [OH-].[Na+] (sodium hydroxide). Solvent: O (water), CC(=O)C (acetone), O (water). Run at time 20 minute. Product: N=C1C(C(=C(C=C1)SCCC)CC1=CC=CC=C1)NC(SCC=C)=NC(=O)OC (1-Iminophenylmethyl-2-(3-carbomethoxy-S-allylisothioureido)-4-propylthiobenzene). As a reaction SMILES: [NH:1]=[C:2]1[CH:7]=[CH:6][C:5]([S:8][CH2:9][CH2:10][CH3:11])=[C:4]([CH2:12][C:13]2[CH:18]=[CH:17][CH:16]=[CH:15][CH:14]=2)[CH:3]1[NH:19][C:20]([NH:22][C:23]([O:25][CH3:26])=[O:24])=[S:21].[OH-].[Na+].[CH2:29](Br)[CH:30]=[CH2:31]>CC(C)=O.O>[NH:1]=[C:2]1[CH:7]=[CH:6][C:5]([S:8][CH2:9][CH2:10][CH3:11])=[C:4]([CH2:12][C:13]2[CH:14]=[CH:15][CH:16]=[CH:17][CH:18]=2)[CH:3]1[NH:19][C:20](=[N:22][C:23]([O:25][CH3:26])=[O:24])[S:21][CH2:31][CH:30]=[CH2:29] |f:1.2|. Procedure: To a suspension of 1-iminophenylmethyl-2-(3-carbomethoxythioureido)-4-propylthiobenzene (1.0 g.) in acetone (30 ml.) and water (10 ml.) there is added aqueous sodium hydroxide (0.21 g.). The mixture is stirred at room temperature for one hour (a solution forms 20 minutes after the addition of sodium hydroxide) and to it there is added allyl bromide (0.36 g.). The solution is stirred at room temperature for two hours and is then poured into water (300 ml.). The mixture is stirred at room temperat... Reactants: ON1C(=O)CCC1=O (HOSu), C1CCC(CC1)N=C=NC2CCCCC2 (DCC), C1(=CC=C(C=C1)S(=O)(=O)O)C (p-toluenesulfonic acid), C(C1=CC=CC=C1)OC(CCCCN)=O (5-aminopentanoic acid benzyl ester), Boc-y-Gly-Gly-Phe-OH, N(CC(=O)NCC(=O)NCC(=O)N[C@@H](CC1=CC=CC=C1)C(=O)NCCCCC(=O)OCC1=CC=CC=C1)C(=O)OC(C)(C)C (Boc-Gly-Gly-Gly-Phe-NH—(CH2)4—COOBzl). Reagents/catalysts: [Pd] (Pd—C). The solvent is CN(C)C=O (DMF), CN(C)C=O (DMF), C(C)N(CC)CC (triethylamine), CO (methanol), O (water). Conditions: time 30 minute. Product: N(CC(=O)NCC(=O)NCC(=O)N[C@@H](CC1=CC=CC=C1)C(=O)NCCCCC(=O)O)C(=O)OC(C)(C)C (Boc-Gly-Gly-Gly-Phe-NH—(CH2)4—COOH). RXN SMILES: ON1C(=O)CCC1=O.C1CCC(N=C=NC2CCCCC2)CC1.C1(C)C=CC(S(O)(=O)=O)=CC=1.C(OC(=O)CCCCN)C1C=CC=CC=1.[NH:50]([C:88]([O:90][C:91]([CH3:94])([CH3:93])[CH3:92])=[O:89])[CH2:51][C:52]([NH:54][CH2:55][C:56]([NH:58][CH2:59][C:60]([NH:62][C@H:63]([C:71]([NH:73][CH2:74][CH2:75][CH2:76][CH2:77][C:78]([O:80]CC1C=CC=CC=1)=[O:79])=[O:72])[CH2:64][C:65]1[CH:70]=[CH:69][CH:68]=[CH:67][CH:66]=1)=[O:61])=[O:57])=[O:53]>CN(C=O)C.CO.O.[Pd].C(N(CC)CC)C>[NH:50]([C:88]([O:90][C:91]([CH3:94])([CH3:93])[CH3:92])=[O:89])[CH2:51][C:52]([NH:54][CH2:55][C:56]([NH:58][CH2:59][C:60]([NH:62][C@H:63]([C:71]([NH:73][CH2:74][CH2:75][CH2:76][CH2:77][C:78]([OH:80])=[O:79])=[O:72])[CH2:64][C:65]1[CH:70]=[CH:69][CH:68]=[CH:67][CH:66]=1)=[O:61])=[O:57])=[O:53]. Procedure details: Boc-y-Gly-Gly-Phe-OH (575 mg) (SEQ ID NO. 8), HOSu (182 mg), and DCC (326 mg) were dissolved in DMF (20 ml), and the mixture was stirred for 30 minutes. The solution was added with a solution of p-toluenesulfonic acid salt of 5-aminopentanoic acid benzyl ester (500 mg) and triethylamine (0.184 ml) dissolved in DMF (10 ml), and the mixture was stirred for 3 days at room temperature. The reaction mixture was concentrated, and the residue was purified by column chromatography (CH2Cl2:MeOH=20:1) to ...